Dataset: the Open Reaction Database (ORD), a public repository of structured organic reaction records. Task: describe an organic reaction: reactants, conditions, products, and yield Starting materials: C(C)OC(=O)C1=NNC(C2=C1SC(=C2)C2=CC=C(C=C2)F)=O (2-(4-fluoro-phenyl)-4-oxo-4,5-dihydro-thieno[2,3-d]pyridazine-7-carboxylic acid ethyl ester), P(=O)(Cl)(Cl)Cl (phosphorous oxychloride). Run at temperature 90 celsius. Product: C(C)OC(=O)C=1N=NC(=C2C1SC(=C2)C2=CC=C(C=C2)F)Cl (4-chloro-2-(4-fluorophenyl)-thieno[2,3-d]pyridazine-7-carboxylic acid ethyl ester). As a reaction SMILES: [CH2:1]([O:3][C:4]([C:6]1[C:11]2[S:12][C:13]([C:15]3[CH:20]=[CH:19][C:18]([F:21])=[CH:17][CH:16]=3)=[CH:14][C:10]=2[C:9](=O)[NH:8][N:7]=1)=[O:5])[CH3:2].P(Cl)(Cl)([Cl:25])=O>>[CH2:1]([O:3][C:4]([C:6]1[N:7]=[N:8][C:9]([Cl:25])=[C:10]2[CH:14]=[C:13]([C:15]3[CH:20]=[CH:19][C:18]([F:21])=[CH:17][CH:16]=3)[S:12][C:11]=12)=[O:5])[CH3:2]. Procedure: A mixture of 2-(4-fluoro-phenyl)-4-oxo-4,5-dihydro-thieno[2,3-d]pyridazine-7-carboxylic acid ethyl ester (0.2 g, mmol) in phosphorous oxychloride (3 mL) was heated at 90° C. for 3 hours, cooled and evaporated to dryness. To the residue was added ice and ethyl acetate and then basified over potassium carbonate solid. The organic layer was separeted, washed with water, brine and dried over sodium sulfate. The organic layer was evaporated to dryness and the residue was purified by flash chromatogra... Reactants: CN1C(NC(C1)=O)=NC(O)=O (tetrahydro-1-methyl-4-oxo-1H-imidazol-2-ylidene carbamic acid), NC1=NC=C(C=C1)[N+](=O)[O-] (2-amino-5-nitropyridine). Run in CN(C)C=O (DMF). Conditions: temperature 25 celsius, time 2 day. Product: [N+](=O)([O-])C=1C=CC(=NC1)NC(=O)N=C1N(CC(N1)=O)C (1-(5-Nitro-2-pyridinyl)-3-(tetrahydro-1-methyl-4-oxo-1H-imidazol-2-ylidene) urea). Isolated yield 27.8%. Reaction SMILES: [CH3:1][N:2]1[CH2:6][C:5](=[O:7])[NH:4][C:3]1=[N:8][C:9](=[O:11])O.[NH2:12][C:13]1[CH:18]=[CH:17][C:16]([N+:19]([O-:21])=[O:20])=[CH:15][N:14]=1>CN(C=O)C>[N+:19]([C:16]1[CH:17]=[CH:18][C:13]([NH:12][C:9]([N:8]=[C:3]2[NH:4][C:5](=[O:7])[CH2:6][N:2]2[CH3:1])=[O:11])=[N:14][CH:15]=1)([O-:21])=[O:20]. Procedure: A mixture of 3.0 g (12.8 mM) of the phenyl carbamate 8 and 1.8 g (12.8 mM) of 2-amino-5-nitropyridine in 20 ml of anhydrous DMF was stirred at 25° C. for 2 days. The reaction mixture was filtered and the collected solid washed successively with cold DMF, ethyl acetate, and ether to give 1.0 g of the above urea as yellow solid, m.p. 225°-227° C. (dec.). Reactants: N(=NC(=O)OCC)C(=O)OCC (diethyl azodicarboxylate), FCCOC1=CC(=C(C(=O)OC)C=C1)O (methyl 4-(2-fluoroethoxy)-2-hydroxybenzoate), C(C)(C)(C)OC(=O)N1CCC(CC1)O (1-tert-butoxycarbonyl-4-hydroxypiperidine), C1(=CC=CC=C1)P(C1=CC=CC=C1)C1=CC=CC=C1 (triphenylphosphine). The solvent is C1CCOC1 (THF), C1CCOC1 (THF). Yields the product C(C)(C)(C)OC(=O)N1CCC(CC1)OC1=C(C(=O)OC)C=CC(=C1)OCCF (Methyl 2-(1-tert-Butoxycarbonylpiperidin-4-yloxy)-4-(2-fluoroethoxy)benzoate). The yield is 102.9%. As a reaction SMILES: [F:1][CH2:2][CH2:3][O:4][C:5]1[CH:14]=[CH:13][C:8]([C:9]([O:11][CH3:12])=[O:10])=[C:7]([OH:15])[CH:6]=1.[C:16]([O:20][C:21]([N:23]1[CH2:28][CH2:27][CH:26](O)[CH2:25][CH2:24]1)=[O:22])([CH3:19])([CH3:18])[CH3:17].C1(P(C2C=CC=CC=2)C2C=CC=CC=2)C=CC=CC=1.N(C(OCC)=O)=NC(OCC)=O>C1COCC1>[C:16]([O:20][C:21]([N:23]1[CH2:28][CH2:27][CH:26]([O:15][C:7]2[CH:6]=[C:5]([O:4][CH2:3][CH2:2][F:1])[CH:14]=[CH:13][C:8]=2[C:9]([O:11][CH3:12])=[O:10])[CH2:25][CH2:24]1)=[O:22])([CH3:19])([CH3:17])[CH3:18]. Procedure details: Using a procedure similar to that of Example 6-D, methyl 4-(2-fluoroethoxy)-2-hydroxybenzoate (3.6 g, 17.8 mmol), 1-tert-butoxycarbonyl-4-hydroxypiperidine (3.58 g, 17.8 mmol), and triphenylphosphine (5.60 g, 21.4 mmol) in THF (75 mL) is treated with diethyl azodicarboxylate (3.60 g, 17.8 mmol) in THF (15 mL) to afford the crude product (7.28 g) which is used without further purification. Reactants: Cc1ccccc1, C[Al](C)C, CCCS(=O)(=O)Nc1ccc(F)c(C(=O)Nc2cnc3[nH]cc(C(=O)OC)c3c2)c1F, Nc1ccccc1. The product is CCCS(=O)(=O)Nc1ccc(F)c(C(=O)Nc2cnc3[nH]cc(C(=O)Nc4ccccc4)c3c2)c1F. RXN SMILES: [CH3:43][c:44]1[cH:45][cH:46][cH:47][cH:48][cH:49]1.[CH3:8][Al:9]([CH3:10])[CH3:11].[F:12][c:13]1[c:14]([C:15](=[O:16])[NH:17][c:18]2[cH:19][c:20]3[c:21]([n:22][cH:23]2)[nH:24][cH:25][c:26]3[C:27](=[O:28])[O:29][CH3:30])[c:31]([F:42])[cH:32][cH:33][c:34]1[NH:35][S:36](=[O:37])(=[O:38])[CH2:39][CH2:40][CH3:41].[NH2:1][c:2]1[cH:3][cH:4][cH:5][cH:6][cH:7]1>>[NH:1]([c:2]1[cH:3][cH:4][cH:5][cH:6][cH:7]1)[C:27]([c:26]1[c:20]2[cH:19][c:18]([NH:17][C:15]([c:14]3[c:13]([F:12])[c:34]([NH:35][S:36](=[O:37])(=[O:38])[CH2:39][CH2:40][CH3:41])[cH:33][cH:32][c:31]3[F:42])=[O:16])[cH:23][n:22][c:21]2[nH:24][cH:25]1)=[O:28]. Reactants: C(#N)[BH3-].[Na+] (sodium cyanoborohydride), L-Asp-β-pyrrolide-α-ethyl ester, N1=CC=CC=C1 (pyridine), C(=O)(O)[O-].[Na+] (NaHCO3), C(C)(C)(C)OC([C@H]1N(CCC1)C(C(=O)C)=O)=O (N-pyruvoyl-L-proline-t-butyl ester). Run in C(C)O (ethanol), C(=O)(C(F)(F)F)O (TFA), C(C)O (ethanol), O (H2O). Run at time 18 hour. Yields the product C(C(=O)C)(=O)N1[C@H](C(=O)O)CCC1 (pyruvoyl-L-proline). As a reaction SMILES: C([O-])(O)=O.[Na+].C([O:10][C:11](=[O:22])[C@@H:12]1[CH2:16][CH2:15][CH2:14][N:13]1[C:17](=[O:21])[C:18]([CH3:20])=[O:19])(C)(C)C.C([BH3-])#N.[Na+].N1C=CC=CC=1>O.C(O)C.C(O)(C(F)(F)F)=O>[C:17]([N:13]1[CH2:14][CH2:15][CH2:16][C@H:12]1[C:11]([OH:22])=[O:10])(=[O:21])[C:18]([CH3:20])=[O:19] |f:0.1,3.4|. Reported procedure: Molecular sieves (1.312 g) were added with stirring to a mixture of 0.206 g of hCl.L-Asp-β-pyrrolide-α-ethyl ester, 0.073 g of NaHCO3 and 0.986 g of N-pyruvoyl-L-proline-t-butyl ester in 0.1 ml of H2O and 2.0 ml of ethanol at room temperature. The mixture was stirred for 30 minutes and then 0.054 g of sodium cyanoborohydride in 1.0 ml of ethanol was added drop-wise over a period of 4 hours. Stirring was continued for another 18 hours. The mixture was filtered and the precipitate was washed with ... The reactants are CCCc1c(OCCBr)ccc(C(C)=O)c1O, O=C([O-])[O-], CN(C)C=O, Cl, [K+], [K+], CCOC(=O)c1ccc2nc(S)[nH]c2c1. As a reaction SMILES: [C:1]([CH3:2])(=[O:3])[c:4]1[c:5]([OH:17])[c:6]([CH2:14][CH2:15][CH3:16])[c:7]([O:8][CH2:9][CH2:10][Br:11])[cH:12][cH:13]1.[C:33](=[O:34])([O-:35])[O-:36].[CH3:40][N:41]([CH3:42])[CH:43]=[O:44].[ClH:39].[K+:37].[K+:38].[SH:18][c:19]1[nH:20][c:21]2[c:22]([n:23]1)[cH:24][cH:25][c:26]([C:28](=[O:29])[O:30][CH2:31][CH3:32])[cH:27]2>>[C:1]([CH3:2])(=[O:3])[c:4]1[c:5]([OH:17])[c:6]([CH2:14][CH2:15][CH3:16])[c:7]([O:8][CH2:9][CH2:10][S:18][c:19]2[nH:20][c:21]3[c:22]([n:23]2)[cH:24][cH:25][c:26]([C:28](=[O:29])[O:30][CH2:31][CH3:32])[cH:27]3)[cH:12][cH:13]1. The product is CCCc1c(OCCSc2nc3ccc(C(=O)OCC)cc3[nH]2)ccc(C(C)=O)c1O. Starting materials: CC[SiH](CC)CC, COc1ccc(CONC(=O)C(CC(C)C)CS(=O)(=O)N2CCN(c3ccc(F)cc3)CC2)c(OC)c1, ClCCl, O=C(O)C(F)(F)F. Yields the product CC(C)CC(CS(=O)(=O)N1CCN(c2ccc(F)cc2)CC1)C(=O)NO. Reaction SMILES: [CH2:45]([SiH:46]([CH2:47][CH3:48])[CH2:49][CH3:50])[CH3:51].[CH3:1][O:2][c:3]1[cH:4][c:5]([O:32][CH3:33])[cH:34][cH:35][c:36]1[CH2:37][O:6][NH:7][C:8]([CH:9]([CH2:10][S:11](=[O:12])(=[O:13])[N:14]1[CH2:15][CH2:16][N:17]([c:20]2[cH:21][cH:22][c:23]([F:26])[cH:24][cH:25]2)[CH2:18][CH2:19]1)[CH2:27][CH:28]([CH3:29])[CH3:30])=[O:31].[Cl:52][CH2:53][Cl:54].[OH:38][C:39]([C:40]([F:41])([F:42])[F:43])=[O:44]>>[OH:6][NH:7][C:8]([CH:9]([CH2:10][S:11](=[O:12])(=[O:13])[N:14]1[CH2:15][CH2:16][N:17]([c:20]2[cH:21][cH:22][c:23]([F:26])[cH:24][cH:25]2)[CH2:18][CH2:19]1)[CH2:27][CH:28]([CH3:29])[CH3:30])=[O:31].